This data is from the Open Reaction Database (ORD), a public repository of structured organic reaction records. The task is: describe an organic reaction: reactants, conditions, products, and yield Starting materials: C([O-])([O-])=O.[K+].[K+] (potassium carbonate), BrC1=C(C=CC=C1C)[C@@H](C)OC[C@@H]1OC1 ((2R)-2-{[(1R)-1-(2-Bromo-3-methylphenyl)ethoxy]methyl}oxirane), CC1=C(C=CC=C1)P(C1=C(C=CC=C1)C)C1=C(C=CC=C1)C (tris(2-methylphenyl)phosphine), Example 3 ( 3b ), C(C=C)(=O)OCC (ethyl prop-2-enoate), C(CC)#N.O (propionitrile water). The reagents and catalysts are C(C)(=O)[O-].[Pd+2].C(C)(=O)[O-] (palladium acetate). The product is CC1=C(C(=CC=C1)[C@@H](C)OC[C@@H]1OC1)/C=C/C(=O)OCC (Ethyl (2E)-3-(2-methyl-6-{(1R)-1-[(2R)-oxiran-2-yl methoxy]ethyl}phenyl)prop-2-enoate). The yield is 63.0%. RXN SMILES: Br[C:2]1[C:7]([CH3:8])=[CH:6][CH:5]=[CH:4][C:3]=1[C@H:9]([O:11][CH2:12][C@H:13]1[CH2:15][O:14]1)[CH3:10].[C:16]([O:20][CH2:21][CH3:22])(=[O:19])[CH:17]=[CH2:18].CC1C=CC=CC=1P(C1C=CC=CC=1C)C1C=CC=CC=1C.C(=O)([O-])[O-].[K+].[K+].C(#N)CC.O>C([O-])(=O)C.[Pd+2].C([O-])(=O)C>[CH3:8][C:7]1[CH:6]=[CH:5][CH:4]=[C:3]([C@H:9]([O:11][CH2:12][C@H:13]2[CH2:15][O:14]2)[CH3:10])[C:2]=1/[CH:18]=[CH:17]/[C:16]([O:20][CH2:21][CH3:22])=[O:19] |f:3.4.5,6.7,8.9.10|. Procedure: (2R)-2-{[(1R)-1-(2-Bromo-3-methylphenyl)ethoxy]methyl}oxirane (1505 mg, 5.57 mmol), which had been obtained in Example 3 (3b), ethyl prop-2-enoate (910 μL, 8.36 mmol), palladium acetate (II) (126 mg, 0.56 mmol), tris(2-methylphenyl)phosphine (170 mg, 0.56 mmol), and potassium carbonate (1537 mg, 11.1 mmol) were suspended in a mixed solvent (27.5 mL) of propionitrile-water (2:1), and stirred with heating under reflux for 5 hours. The reaction solution was cooled to room temperature, filtered by u... Starting materials: [Mg] (magnesium), ClCCCC(C)=O (5-chloro-2-pentanone), C(C#C)Br (propargyl bromide), ice, [Cl-].[NH4+] (ammonium chloride), mercuric chloride, BrC(C)Br (dibromoethane), C(C#C)Br (propargyl bromide). Run in CCOCC (ether), CCOCC (ether), CCOCC (ether). Run at temperature -5 celsius, time 10 minute. Product: ClCCCC(CC#C)(C)O (7-Chloro-4-hydroxy-4-methyl-1-heptyne). Reaction SMILES: [Mg].BrC(Br)C.[CH2:6](Br)[C:7]#[CH:8].Cl[CH2:11][CH2:12][CH2:13][C:14](=[O:16])[CH3:15].[Cl-:17].[NH4+]>CCOCC>[Cl:17][CH2:6][CH2:7][CH2:8][C:14]([OH:16])([CH3:15])[CH2:13][C:12]#[CH:11] |f:4.5|. Procedure: To a mixture of 6.69 g. of magnesium in 20 ml. of ether under argon, is added 0.1 g. of mercuric chloride and 0.1 g. of dibromoethane. The mixture is stirred for 10 minutes and 0.5 ml. of propargyl bromide is added. A 50 ml. portion of ether is added, followed by a solution of 30 g. of 5-chloro-2-pentanone and 32.55 g. of propargyl bromide in 45 ml. of ether with stirring, at a rate to maintain vigorous reflux. The mixture is stirred an additional 15 minutes, cooled to -5° C. and an ice cold sat... Reactants: CN, CCOC(=O)CCCc1cncc2ccc(OC)cc12, Cl, O. The product is CNC(=O)CCCc1cncc2ccc(OC)cc12. RXN SMILES: [CH3:22][NH2:23].[CH3:2][O:3][c:4]1[cH:5][c:6]2[c:7]([CH2:14][CH2:15][CH2:16][C:17]([O:19][CH2:18][CH3:20])=[O:21])[cH:8][n:9][cH:10][c:11]2[cH:12][cH:13]1.[ClH:1].[OH2:24]>>[CH3:2][O:3][c:4]1[cH:5][c:6]2[c:7]([CH2:14][CH2:15][CH2:16][C:17](=[O:19])[NH:23][CH3:22])[cH:8][n:9][cH:10][c:11]2[cH:12][cH:13]1. Reactants: CNOC, CCO, O=C(NCc1cccc(F)c1)Nc1nc(CCl)cs1, [Na+], [Na+], O=C([O-])[O-], O. Yields the product CON(C)Cc1csc(NC(=O)NCc2cccc(F)c2)n1. RXN SMILES: [CH3:20][NH:21][O:22][CH3:23].[CH3:30][CH2:31][OH:32].[Cl:1][CH2:2][c:3]1[n:4][c:5]([NH:8][C:9](=[O:10])[NH:11][CH2:12][c:13]2[cH:14][c:15]([F:19])[cH:16][cH:17][cH:18]2)[s:6][cH:7]1.[Na+:24].[Na+:25].[O-:26][C:27](=[O:28])[O-:29].[OH2:33]>>[CH2:2]([c:3]1[n:4][c:5]([NH:8][C:9](=[O:10])[NH:11][CH2:12][c:13]2[cH:14][c:15]([F:19])[cH:16][cH:17][cH:18]2)[s:6][cH:7]1)[N:21]([CH3:20])[O:22][CH3:23].